This data is from the Open Reaction Database (ORD), a public repository of structured organic reaction records. The task is: describe an organic reaction: reactants, conditions, products, and yield Reactants: CC(Br)C(=O)Br, ClCCl, NCCS(=O)(=O)O, [Na+], [OH-], O. The product is CC(Br)C(=O)NCCS(=O)(=O)[O-], [Na+]. Reaction SMILES: [Br:10][CH:11]([C:12](=[O:13])[Br:14])[CH3:15].[Cl:17][CH2:18][Cl:19].[NH2:1][CH2:2][CH2:3][S:4]([OH:5])(=[O:6])=[O:7].[Na+:9].[OH-:8].[OH2:16]>>[NH:1]([CH2:2][CH2:3][S:4]([O-:5])(=[O:6])=[O:7])[C:12]([CH:11]([Br:10])[CH3:15])=[O:13].[Na+:9]. Starting materials: C([O-])(O)=O.[Na+] (sodium bicarbonate), OCCN1N=CC=C1N (1-(2-Hydroxyethyl)-5-aminopyrazole), C(C)(=O)OC(C)=O (acetic anhydride), N1=CC=CC=C1 (pyridine). The solvent is [Cl-].[Na+].O (brine), C(C)(=O)OCC (ethyl acetate). The product is C(C)(=O)OCCN1N=CC=C1NC(C)=O (1-(2-acetoxyethyl)-5-acetylaminopyrazole). As a reaction SMILES: [OH:1][CH2:2][CH2:3][N:4]1[C:8]([NH2:9])=[CH:7][CH:6]=[N:5]1.[C:10](OC(=O)C)(=[O:12])[CH3:11].N1[CH:22]=[CH:21]C=CC=1.C(=O)(O)[O-:24].[Na+]>[Cl-].[Na+].O.C(OCC)(=O)C>[C:10]([O:1][CH2:2][CH2:3][N:4]1[C:8]([NH:9][C:21](=[O:24])[CH3:22])=[CH:7][CH:6]=[N:5]1)(=[O:12])[CH3:11] |f:3.4,5.6.7|. Reported procedure: 1-(2-Hydroxyethyl)-5-aminopyrazole (5 g) was added to acetic anhydride (14.7 ml) under stirring and ice-cooling, and pyridine (6.3 ml) was added thereto. The mixture was stirred for 2 hours at 25° C. The reaction mixture was added to a mixture of ethyl acetate (50 ml) and brine (50 ml). Then, the mixture was adjusted to pH 7.0 with an aqueous solution of sodium bicarbonate. The aqueous layer was extracted with a mixture of ethyl acetate and tetrahydrofuran. The extract was dried over magnesium s...